From a dataset of the Open Reaction Database (ORD), a public repository of structured organic reaction records. describe an organic reaction: reactants, conditions, products, and yield Reactants: CC[SiH](CC)CC, CCCCCCC(O)(c1ccc(C(=O)OC)cc1)c1ccc(OC)c(Br)c1, CCOC(C)=O, ClCCl, O=C(O)C(F)(F)F. Yields the product CCCCCC=C(c1ccc(C(=O)OC)cc1)c1ccc(OC)c(Br)c1. As a reaction SMILES: [CH2:35]([SiH:36]([CH2:37][CH3:38])[CH2:39][CH3:40])[CH3:41].[CH3:1][O:2][C:3]([c:4]1[cH:5][cH:6][c:7]([C:10]([CH2:11][CH2:12][CH2:13][CH2:14][CH2:15][CH3:16])([OH:17])[c:18]2[cH:19][c:20]([Br:26])[c:21]([O:24][CH3:25])[cH:22][cH:23]2)[cH:8][cH:9]1)=[O:27].[CH3:45][CH2:46][O:47][C:48](=[O:49])[CH3:50].[Cl:42][CH2:43][Cl:44].[F:28][C:29]([F:30])([F:31])[C:32]([OH:33])=[O:34]>>[CH3:1][O:2][C:3]([c:4]1[cH:5][cH:6][c:7]([C:10](=[CH:11][CH2:12][CH2:13][CH2:14][CH2:15][CH3:16])[c:18]2[cH:19][c:20]([Br:26])[c:21]([O:24][CH3:25])[cH:22][cH:23]2)[cH:8][cH:9]1)=[O:27]. Procedure: A solution of 2-bromobenzaldehyde (18.50 g) in dry ether (20 ml) was added dropwise to a stirred solution of benzylmagnesium chloride [prepared from benzyl chloride (12.64 g) and magnesium (2.68 g)] in dry ether (120 ml), a thick precipitate forming during the addition. The mixture was stirred for 1 hour at room temperature then poured into water, acidified with 2M hydrochloric acid, and extracted with ether. The extracts were washed with water, dried, concentrated and chromatographed using dich... Run in CCOCC (ether), CCOCC (ether). Conditions: time 1 hour. Yields the product BrC1=C(C=CC=C1)C(CC1=CC=CC=C1)O (1-(2-bromophenyl)-2-phenylethan-1-ol). Isolated yield 47.2%. Reaction SMILES: [Br:1][C:2]1[CH:9]=[CH:8][CH:7]=[CH:6][C:3]=1[CH:4]=[O:5].[CH2:10]([Mg]Cl)[C:11]1[CH:16]=[CH:15][CH:14]=[CH:13][CH:12]=1.O.Cl>CCOCC>[Br:1][C:2]1[CH:9]=[CH:8][CH:7]=[CH:6][C:3]=1[CH:4]([OH:5])[CH2:10][C:11]1[CH:16]=[CH:15][CH:14]=[CH:13][CH:12]=1. Reactants: BrC1=C(C=O)C=CC=C1 (2-bromobenzaldehyde), C(C1=CC=CC=C1)[Mg]Cl (benzylmagnesium chloride), Cl (hydrochloric acid), O (water). Starting materials: CO (Methanol), solution, [H-].C(C(C)C)[Al+]CC(C)C (diisobutylaluminum hydride), C1(=CC=CC=C1)C1=CC=C(C(=O)O[C@H]2[C@@H]([C@@H]3[C@@H](OC(C3)=O)C2)CC[C@H](CCC2=CC=CC=C2)OC2OCCCC2)C=C1 ((3aR,4R,5R,6aS)-Hexahydro-5-(p-phenylbenzoyloxy)-4-[(3R)-5-phenyl-3-[(tetrahydro-2H-pyran-2-yl)oxy]pentyl]-2H-cyclopenta[b]furan-2-one), CC(=O)C.C(=O)=O (acetone dry ice). Solvent: C1(=CC=CC=C1)C (toluene), C1(=CC=CC=C1)C (toluene). Reaction conditions: time 1 hour. Yields the product C1(=CC=CC=C1)C1=CC=C(C(=O)O[C@H]2[C@@H]([C@@H]3[C@@H](OC(C3)O)C2)CC[C@H](CCC2=CC=CC=C2)OC2OCCCC2)C=C1 ((3aR,4R,5R,6aS)-Hexahydro-5-(p-phenylbenzoyloxy)-4-[(3R)-5-phenyl-3-[(tetrahydro-2H-pyran-2-yl)oxy]pentyl]-2H-cyclopenta[b]furan-2-ol). Isolated yield 48.7%. RXN SMILES: [H-].C([Al+]CC(C)C)C(C)C.[C:11]1([C:17]2[CH:52]=[CH:51][C:20]([C:21]([O:23][C@@H:24]3[CH2:32][C@@H:27]4[O:28][C:29](=[O:31])[CH2:30][C@@H:26]4[C@H:25]3[CH2:33][CH2:34][C@@H:35]([O:44][CH:45]3[CH2:50][CH2:49][CH2:48][CH2:47][O:46]3)[CH2:36][CH2:37][C:38]3[CH:43]=[CH:42][CH:41]=[CH:40][CH:39]=3)=[O:22])=[CH:19][CH:18]=2)[CH:16]=[CH:15][CH:14]=[CH:13][CH:12]=1.CC(C)=O.C(=O)=O.CO>C1(C)C=CC=CC=1>[C:11]1([C:17]2[CH:52]=[CH:51][C:20]([C:21]([O:23][C@@H:24]3[CH2:32][C@@H:27]4[O:28][CH:29]([OH:31])[CH2:30][C@@H:26]4[C@H:25]3[CH2:33][CH2:34][C@@H:35]([O:44][CH:45]3[CH2:50][CH2:49][CH2:48][CH2:47][O:46]3)[CH2:36][CH2:37][C:38]3[CH:43]=[CH:42][CH:41]=[CH:40][CH:39]=3)=[O:22])=[CH:19][CH:18]=2)[CH:12]=[CH:13][CH:14]=[CH:15][CH:16]=1 |f:0.1,3.4|. Procedure details: A 1.5 M solution of diisobutylaluminum hydride in toluene (6.0 mL, 9.0 mmol) was added dropwise to a stirred solution of compound [9a] (4.1 g, 7.2 mmol) in toluene (60 mL) at −70-−80° C. (acetone/dry ice bath) and the resulting mixture was stirred during 1 h at the same temperature. Methanol (10 mL) was added dropwise to the stirred mixture at −70-−80° C. The mixture was stirred for 1 hour at room temperature, filtered and evaporated under reduced pressure. Dichloromethane (30 mL) was added to t... Reactants: [H][H] (hydrogen), C1(=CC=CC=C1)C(C(=O)OCC)C(=O)OCC (Diethyl phenylmalonate), [H-].[Na+] (Sodium hydride), oil, FN(S(=O)(=O)C1=CC=C(C=C1)C)CC(C)(C)C (N-fluoro-N-neopentyl-p-toluenesulfonamide). The solvent is O1CCCC1 (tetrahydrofuran), CCOCC (ether). Reaction conditions: time 15 minute. Product: FC(C(=O)OCC)(C(=O)OCC)C1=CC=CC=C1 (diethyl 2-fluoro-2-phenylmalonate). Isolated yield 80.6%. As a reaction SMILES: [C:1]1([CH:7]([C:13]([O:15][CH2:16][CH3:17])=[O:14])[C:8]([O:10][CH2:11][CH3:12])=[O:9])[CH:6]=[CH:5][CH:4]=[CH:3][CH:2]=1.[H-].[Na+].[H][H].[F:22]N(CC(C)(C)C)S(C1C=CC(C)=CC=1)(=O)=O>O1CCCC1.CCOCC>[F:22][C:7]([C:1]1[CH:2]=[CH:3][CH:4]=[CH:5][CH:6]=1)([C:8]([O:10][CH2:11][CH3:12])=[O:9])[C:13]([O:15][CH2:16][CH3:17])=[O:14] |f:1.2|. Reported procedure: Diethyl phenylmalonate (472 mg, 431 μL, 2 mmole) was dissolved in anhydrous tetrahydrofuran (10 mL) under nitrogen. Sodium hydride (96 mg as a 60% oil dispersion, 2.4 mmole) was added and the mixture was stirred until hydrogen evolution ceased (about 15 minutes). The solution was then cooled to -50° under nitrogen and N-fluoro-N-neopentyl-p-toluenesulfonamide (518 mg, 2 mmole, as prepared in Example 1) was added and the mixture was stirred at -50° for 15 minutes. The solution was stirred at -20°... Reported procedure: To a solution of benzhydryl 7-(5-benzamido-5-benzhydryloxycarbonylpentanamido)-3-chloromethyl-3-cephem-4-carboxylate (102 g) in N,N-dimethylformamide (150 ml) were added triphenylphosphine (48.5 g) and sodium iodide (18.4 g), and the mixture was stirred at ambient temperature for 1.5 hours. The reaction mixture was added dropwise to isopropyl alcohol (5000 ml), and the precipitated material was collected by filtration and washed with diisopropyl ether to obtain [7-(5-benzamido-5-benzhydryloxycar... Conditions: time 1.5 hour. The reactants are C(C1=CC=CC=C1)(=O)NC(CCCC(=O)NC1[C@@H]2N(C(=C(CS2)CCl)C(=O)OC(C2=CC=CC=C2)C2=CC=CC=C2)C1=O)C(=O)OC(C1=CC=CC=C1)C1=CC=CC=C1 (benzhydryl 7-(5-benzamido-5-benzhydryloxycarbonylpentanamido)-3-chloromethyl-3-cephem-4-carboxylate), C1(=CC=CC=C1)P(C1=CC=CC=C1)C1=CC=CC=C1 (triphenylphosphine), [I-].[Na+] (sodium iodide), C(C)(C)O (isopropyl alcohol). The product is [I-].C(C1=CC=CC=C1)(=O)NC(CCCC(=O)NC1[C@@H]2N(C(=C(CS2)C[P+](C2=CC=CC=C2)(C2=CC=CC=C2)C2=CC=CC=C2)C(=O)OC(C2=CC=CC=C2)C2=CC=CC=C2)C1=O)C(=O)OC(C1=CC=CC=C1)C1=CC=CC=C1 ([7-(5-benzamido-5-benzhydryloxycarbonylpentanamido)-4-benzhydryloxycarbonyl-3-cephem-3-yl]methyl-triphenylphosphonium iodide). The solvent is CN(C=O)C (N,N-dimethylformamide). Reaction SMILES: [C:1]([NH:9][CH:10]([C:44]([O:46][CH:47]([C:54]1[CH:59]=[CH:58][CH:57]=[CH:56][CH:55]=1)[C:48]1[CH:53]=[CH:52][CH:51]=[CH:50][CH:49]=1)=[O:45])[CH2:11][CH2:12][CH2:13][C:14]([NH:16][CH:17]1[C:42](=[O:43])[N:19]2[C:20]([C:26]([O:28][CH:29]([C:36]3[CH:41]=[CH:40][CH:39]=[CH:38][CH:37]=3)[C:30]3[CH:35]=[CH:34][CH:33]=[CH:32][CH:31]=3)=[O:27])=[C:21]([CH2:24]Cl)[CH2:22][S:23][C@H:18]12)=[O:15])(=[O:8])[C:2]1[CH:7]=[CH:6][CH:5]=[CH:4][CH:3]=1.[C:60]1([P:66]([C:73]2[CH:78]=[CH:77][CH:76]=[CH:75][CH:74]=2)[C:67]2[CH:72]=[CH:71][CH:70]=[CH:69][CH:68]=2)[CH:65]=[CH:64][CH:63]=[CH:62][CH:61]=1.[I-:79].[Na+].C(O)(C)C>CN(C)C=O>[I-:79].[C:1]([NH:9][CH:10]([C:44]([O:46][CH:47]([C:54]1[CH:59]=[CH:58][CH:57]=[CH:56][CH:55]=1)[C:48]1[CH:53]=[CH:52][CH:51]=[CH:50][CH:49]=1)=[O:45])[CH2:11][CH2:12][CH2:13][C:14]([NH:16][CH:17]1[C:42](=[O:43])[N:19]2[C:20]([C:26]([O:28][CH:29]([C:36]3[CH:41]=[CH:40][CH:39]=[CH:38][CH:37]=3)[C:30]3[CH:35]=[CH:34][CH:33]=[CH:32][CH:31]=3)=[O:27])=[C:21]([CH2:24][P+:66]([C:67]3[CH:68]=[CH:69][CH:70]=[CH:71][CH:72]=3)([C:73]3[CH:78]=[CH:77][CH:76]=[CH:75][CH:74]=3)[C:60]3[CH:61]=[CH:62][CH:63]=[CH:64][CH:65]=3)[CH2:22][S:23][C@H:18]12)=[O:15])(=[O:8])[C:2]1[CH:7]=[CH:6][CH:5]=[CH:4][CH:3]=1 |f:2.3,6.7|. Isolated yield 85.1%.